describe an organic reaction: reactants, conditions, products, and yield From a dataset of the Open Reaction Database (ORD), a public repository of structured organic reaction records. Reactants: O=C=NCc1ccccc1, CN=C=O, CN1C(=O)CCC2(C)C3CCC4(C)C(CO)CCC4C3CCC12. Yields the product CNC(=O)OCC1CCC2C3CCC4N(C)C(=O)CCC4(C)C3CCC12C. Reaction SMILES: [CH2:28]([N:29]=[C:30]=[O:31])[c:32]1[cH:33][cH:34][cH:35][cH:36][cH:37]1.[CH3:1][N:2]=[C:3]=[O:4].[OH:5][CH2:6][CH:7]1[C:8]2([CH3:9])[CH:10]([CH2:11][CH2:12]1)[CH:13]1[CH2:14][CH2:15][CH:16]3[N:17]([CH3:27])[C:18](=[O:26])[CH2:19][CH2:20][C:21]3([CH3:22])[CH:23]1[CH2:24][CH2:25]2>>[CH3:1][NH:2][C:3](=[O:4])[O:5][CH2:6][CH:7]1[C:8]2([CH3:9])[CH:10]([CH2:11][CH2:12]1)[CH:13]1[CH2:14][CH2:15][CH:16]3[N:17]([CH3:27])[C:18](=[O:26])[CH2:19][CH2:20][C:21]3([CH3:22])[CH:23]1[CH2:24][CH2:25]2. Starting materials: CC=1C=C(C(NC1C)=O)[N+](=O)[O-] (5,6-dimethyl-3-nitro-2-pyridone), P(Cl)(Cl)(Cl)(Cl)Cl (phosphorus pentachloride), ice water. Run at temperature 140 celsius, time 35 minute. The product is ClC1=NC(=C(C=C1[N+](=O)[O-])C)C (2-chloro-5,6-dimethyl-3-nitropyridine). The yield is 90.2%. As a reaction SMILES: [CH3:1][C:2]1[CH:3]=[C:4]([N+:10]([O-:12])=[O:11])[C:5](=O)[NH:6][C:7]=1[CH3:8].P(Cl)(Cl)(Cl)(Cl)[Cl:14]>>[Cl:14][C:5]1[C:4]([N+:10]([O-:12])=[O:11])=[CH:3][C:2]([CH3:1])=[C:7]([CH3:8])[N:6]=1. Reported procedure: 5,6-Dimethyl-3-nitro-2-pyridone (1-013-04)(841 mg) and phosphorus pentachloride (1.25 g) was heated with stirring in an oil bath at 140° C. under nitrogen atmosphere. After 35 min, the reaction mixture was cooled under ice-cooling, poured into ice-water, extracted with twice with chloroform, and washed once with water and a saturated aqueous solution of sodium bicarbonate. To the extract was added a decolorzing charcoal, and the extract was dried over magnesium sulfate, and evaporated under redu... Starting materials: [I-].[K+] (potassium iodide), CS(=O)(=O)OCCOC1=NNC2=NC=NC(=C21)NC2=CC(=C(C=C2)OC=2C=NC(=CC2)C)F (2-{[4-({3-fluoro-4-[(6-methylpyridin-3-yl)oxy]phenyl}amino)-1H-pyrazolo[3,4-d]pyrimidin-3-yl]oxy}ethyl methanesulfonate), CN1CCNCC1 (N-methylpiperazine). The product is FC=1C=C(C=CC1OC=1C=NC(=CC1)C)NC1=C2C(=NC=N1)NN=C2OCCN2CCN(CC2)C (N-{3-fluoro-4-[(6-methylpyridin-3-yl)oxy]phenyl}-3-[2-(4-methylpiperazin-1-yl)ethoxy]-1H-pyrazolo[3,4-d]pyrimidin-4-amine). Isolated yield 54.0%. As a reaction SMILES: [I-].[K+].CS(O[CH2:8][CH2:9][O:10][C:11]1[C:19]2[C:14](=[N:15][CH:16]=[N:17][C:18]=2[NH:20][C:21]2[CH:26]=[CH:25][C:24]([O:27][C:28]3[CH:29]=[N:30][C:31]([CH3:34])=[CH:32][CH:33]=3)=[C:23]([F:35])[CH:22]=2)[NH:13][N:12]=1)(=O)=O.[CH3:36][N:37]1[CH2:42][CH2:41][NH:40][CH2:39][CH2:38]1>>[F:35][C:23]1[CH:22]=[C:21]([NH:20][C:18]2[N:17]=[CH:16][N:15]=[C:14]3[NH:13][N:12]=[C:11]([O:10][CH2:9][CH2:8][N:40]4[CH2:41][CH2:42][N:37]([CH3:36])[CH2:38][CH2:39]4)[C:19]=23)[CH:26]=[CH:25][C:24]=1[O:27][C:28]1[CH:29]=[N:30][C:31]([CH3:34])=[CH:32][CH:33]=1 |f:0.1|. Procedure: The procedure described in Example 23 was repeated (except that potassium iodide was not used) using 2-{[4-({3-fluoro-4-[(6-methylpyridin-3-yl)oxy]phenyl}amino)-1H-pyrazolo[3,4-d]pyrimidin-3-yl]oxy}ethyl methanesulfonate and N-methylpiperazine to give the title compound in 54% yield; NMR Spectrum: 2.11 (s, 3H), 2.44 (s, 8H), 2.08 (t, 2H), 3.31 (hidden by water, 3H), 4.46 (t, 2H), 7.26 (m, 3H), 7.55 (dd, 1H), 8.01 (dd, 1H), 8.24 (d, 1H), 8.36 (s, 1H), 8.60 (br s, 1H); Mass Spectrum: 479 (MH+).